From a dataset of the Open Reaction Database (ORD), a public repository of structured organic reaction records. describe an organic reaction: reactants, conditions, products, and yield Starting materials: [OH-].[Na+] (sodium hydroxide), C(C)C1=NN2C(C(=CC=C2OC)C(C(C(=O)OC)C)=O)=C1 (Methyl 3-(2-ethyl-7-methoxy-pyrazolo[1,5-a]pyridine-4-yl)-2-methyl-3-oxopropionate), Cl (hydrochloric acid). Solvent: CO (methanol). Run at time 2 day. Yields the product C(C)C1=NN2C(C(=CC=C2OC)C(CC)=O)=C1 (2-ethyl-7-methoxy-4-propionyl-pyrazolo[1,5-a]pyridine). Yield: 80.2%. RXN SMILES: [OH-].[Na+].[CH2:3]([C:5]1[CH:23]=[C:8]2[C:9]([C:15](=[O:22])[CH:16](C)[C:17](OC)=O)=[CH:10][CH:11]=[C:12]([O:13][CH3:14])[N:7]2[N:6]=1)[CH3:4].Cl>CO>[CH2:3]([C:5]1[CH:23]=[C:8]2[C:9]([C:15](=[O:22])[CH2:16][CH3:17])=[CH:10][CH:11]=[C:12]([O:13][CH3:14])[N:7]2[N:6]=1)[CH3:4] |f:0.1|. Procedure: A 1 mol/L aqueous sodium hydroxide solution (12 mL) was added to a solution of the compound of Example 184 (460 mg) in methanol (30 mL). The mixture was stirred at room temperature for 2 days. Subsequently, diluted hydrochloric acid was added to make the mixture acidic. Methanol was evaporated and the residue was extracted with ethyl acetate (×2). The organic layer was washed with saturated brine and dried over anhydrous sodium sulfate. Evaporation of the solvent and subsequent purification of t... Starting materials: BrC=1C=C(C=CC1)C1CN(CC2=C(C=C(C=C12)Cl)Cl)C (4-(3-bromophenyl)-6,8-dichloro-2-methyl-1,2,3,4-tetrahydroisoquinoline), C([O-])([O-])=O.[K+].[K+] (potassium carbonate), N1[C@@H](CCC1)C(=O)O ((S)-pyrrolidine-2-carboxylic acid), BrC=1C=C(C=CC1)C1CN(CC2=C(C=C(C=C12)Cl)Cl)C (4-(3-bromophenyl)-6,8-dichloro-2-methyl-1,2,3,4-tetrahydroisoquinoline), N(=[N+]=[N-])CCOCCOCCOCCN (2-(2-(2-(2-azidoethoxy)ethoxy)ethoxy)ethanamine). Reagents/catalysts: [Cu]I (copper(I) iodide). Solvent: ice water, CS(=O)C (DMSO). Conditions: temperature 90 celsius. Product: N(=[N+]=[N-])CCOCCOCCOCCNC1=CC(=CC=C1)C1CN(CC2=C(C=C(C=C12)Cl)Cl)C (N-(2-(2-(2-(2-azidoethoxy)ethoxy)ethoxy)ethyl)-3-(6,8-dichloro-2-methyl-1,2,3,4-tetrahydroisoquinolin-4-yl)aniline). As a reaction SMILES: Br[C:2]1[CH:3]=[C:4]([CH:8]2[C:17]3[C:12](=[C:13]([Cl:19])[CH:14]=[C:15]([Cl:18])[CH:16]=3)[CH2:11][N:10]([CH3:20])[CH2:9]2)[CH:5]=[CH:6][CH:7]=1.[N:21]([CH2:24][CH2:25][O:26][CH2:27][CH2:28][O:29][CH2:30][CH2:31][O:32][CH2:33][CH2:34][NH2:35])=[N+:22]=[N-:23].N1CCC[C@H]1C(O)=O.C(=O)([O-])[O-].[K+].[K+]>CS(C)=O.[Cu]I>[N:21]([CH2:24][CH2:25][O:26][CH2:27][CH2:28][O:29][CH2:30][CH2:31][O:32][CH2:33][CH2:34][NH:35][C:2]1[CH:7]=[CH:6][CH:5]=[C:4]([CH:8]2[C:17]3[C:12](=[C:13]([Cl:19])[CH:14]=[C:15]([Cl:18])[CH:16]=3)[CH2:11][N:10]([CH3:20])[CH2:9]2)[CH:3]=1)=[N+:22]=[N-:23] |f:3.4.5|. Reported procedure: Into a 10-mL round-bottom flask purged and maintained with an inert atmosphere of nitrogen, was placed a solution of 4-(3-bromophenyl)-6,8-dichloro-2-methyl-1,2,3,4-tetrahydroisoquinoline (intermediate 1.4) (400 mg, 1.08 mmol, 1.00 equiv) in DMSO (6 mL), 2-(2-(2-(2-azidoethoxy)ethoxy)ethoxy)ethanamine (236.11 mg, 1.08 mmol, 1.00 equiv), (S)-pyrrolidine-2-carboxylic acid (24.79 mg, 0.21 mmol, 0.20 equiv), copper(I) iodide (20.48 mg, 0.11 mmol, 0.10 equiv) and potassium carbonate (223.18 mg, 1.62 ... Starting materials: ClCC=1N=C(OC1)C1(CCCCC1)C (4-chloromethyl-2-(1-methylcyclohexyl)oxazole), [H-].[Na+] (sodium hydride), OC1=CC=C(CC2C(NC(S2)=O)=O)C=C1 (5-(4-hydroxybenzyl)-2,4-thiazolidinedione), O (water). Solvent: CN(C=O)C (N,N-dimethylformamide), oil, CN(C=O)C (N,N-dimethylformamide). Reaction conditions: time 30 minute. Yields the product CC1(CCCCC1)C=1OC=C(N1)COC1=CC=C(CC2C(NC(S2)=O)=O)C=C1 (5-{4-[2-(1-methylcyclohexyl)-4-oxazolylmethoxy]benzyl}-2,4-thiazolidinedione). Reaction SMILES: [H-].[Na+].[OH:3][C:4]1[CH:17]=[CH:16][C:7]([CH2:8][CH:9]2[S:13][C:12](=[O:14])[NH:11][C:10]2=[O:15])=[CH:6][CH:5]=1.Cl[CH2:19][C:20]1[N:21]=[C:22]([C:25]2([CH3:31])[CH2:30][CH2:29][CH2:28][CH2:27][CH2:26]2)[O:23][CH:24]=1.O>CN(C)C=O>[CH3:31][C:25]1([C:22]2[O:23][CH:24]=[C:20]([CH2:19][O:3][C:4]3[CH:17]=[CH:16][C:7]([CH2:8][CH:9]4[S:13][C:12](=[O:14])[NH:11][C:10]4=[O:15])=[CH:6][CH:5]=3)[N:21]=2)[CH2:26][CH2:27][CH2:28][CH2:29][CH2:30]1 |f:0.1|. Reported procedure: 60% sodium hydride in oil (1.32 g) was added to solution of 5-(4-hydroxybenzyl)-2,4-thiazolidinedione (3.35 g) in N,N-dimethylformamide (30 ml), and the mixture was stirred for 30 minutes. Then, solution of 4-chloromethyl-2-(1-methylcyclohexyl)oxazole (3.85 g) in N,N-dimethylformamide (5 ml) was added dropwise thereto at room temperature. After being stirred at 60° C. for 1 hour, the reaction solution was poured into water, and the aqueous mixture was extracted with ethyl acetate. The ethyl acet... The reactants are O=S(=O)(O)Cl, ClCCl, O=c1[nH]c2ccccc2o1. As a reaction SMILES: [Cl:11][S:12](=[O:13])(=[O:14])[OH:15].[Cl:16][CH2:17][Cl:18].[o:1]1[c:2](=[O:10])[nH:3][c:4]2[c:5]1[cH:6][cH:7][cH:8][cH:9]2>>[o:1]1[c:2](=[O:10])[nH:3][c:4]2[c:5]1[cH:6][c:7]([S:12](=[O:13])(=[O:14])[OH:15])[cH:8][cH:9]2. The product is O=c1[nH]c2ccc(S(=O)(=O)O)cc2o1.